This data is from the Open Reaction Database (ORD), a public repository of structured organic reaction records. The task is: describe an organic reaction: reactants, conditions, products, and yield Starting materials: C[Si](C)(C)Cl, [Cl-], ClCCCl, O=C(O)c1c(Cl)cccc1Cl. Product: O=C(OCCl)c1c(Cl)cccc1Cl. RXN SMILES: [CH3:1][Si:2]([Cl:3])([CH3:4])[CH3:5].[Cl-:6].[Cl:18][CH2:19][CH2:20][Cl:21].[OH:7][C:8](=[O:9])[c:10]1[c:11]([Cl:12])[cH:13][cH:14][cH:15][c:16]1[Cl:17]>>[O:7]([C:8](=[O:9])[c:10]1[c:11]([Cl:12])[cH:13][cH:14][cH:15][c:16]1[Cl:17])[CH2:19][Cl:18]. Starting materials: C(C)(C)(C)OC(CCNC(C1=CC=C(C=C1)OCC(CCCCCC)C=1C=NC(=CC1)C1=CC=C(C=C1)C(F)(F)F)=O)=O (3-(4-{2-[6-(4-Trifluoromethyl-phenyl)-pyridin-3-yl]-octyloxy}-benzoylamino)-propionic acid tert-butyl ester), [OH-].[Na+] (NaOH), Cl (HCl). Run in C1CCOC1 (THF). The product is FC(C1=CC=C(C=C1)C1=CC=C(C=N1)C(COC1=CC=C(C(=O)NCCC(=O)O)C=C1)CCCCCC)(F)F (3-(4-{2-[6-(4-Trifluoromethyl-phenyl)-pyridin-3-yl]-octyloxy}-benzoylamino)-propionic acid). RXN SMILES: C([O:5][C:6](=[O:43])[CH2:7][CH2:8][NH:9][C:10](=[O:42])[C:11]1[CH:16]=[CH:15][C:14]([O:17][CH2:18][CH:19]([C:26]2[CH:27]=[N:28][C:29]([C:32]3[CH:37]=[CH:36][C:35]([C:38]([F:41])([F:40])[F:39])=[CH:34][CH:33]=3)=[CH:30][CH:31]=2)[CH2:20][CH2:21][CH2:22][CH2:23][CH2:24][CH3:25])=[CH:13][CH:12]=1)(C)(C)C.[OH-].[Na+].Cl>C1COCC1>[F:40][C:38]([F:39])([F:41])[C:35]1[CH:34]=[CH:33][C:32]([C:29]2[N:28]=[CH:27][C:26]([CH:19]([CH2:20][CH2:21][CH2:22][CH2:23][CH2:24][CH3:25])[CH2:18][O:17][C:14]3[CH:15]=[CH:16][C:11]([C:10]([NH:9][CH2:8][CH2:7][C:6]([OH:43])=[O:5])=[O:42])=[CH:12][CH:13]=3)=[CH:31][CH:30]=2)=[CH:37][CH:36]=1 |f:1.2|. Reported procedure: 3-(4-{2-[6-(4-Trifluoromethyl-phenyl)-pyridin-3-yl]-octyloxy}-benzoylamino)-propionic acid tert-butyl ester (50 mg) is taken into THF (1.0 mL) and treated with NaOH (1.0 mL, 5.0 N), then refluxed under nitrogen. The reaction mixture is neutralized with HCl (1.0 mL, 5.0 N), extracted with ethyl ether, dried over sodium sulfate. Concentration gives the title compound. MS (ES): 541.19 [M+H]−, the structure is also confirmed by proton NMR. Starting materials: C, N#Cc1cn(-c2ccc(C(=O)O)c(O)c2)c2cc(OCCNC(=O)OCc3ccccc3)ccc12, CCOC(C)=O, CO, [Pd]. Product: N#Cc1cn(-c2ccc(C(=O)O)c(O)c2)c2cc(OCCN)ccc12. RXN SMILES: [C:42].[CH2:1]([O:2][C:3](=[O:4])[NH:11][CH2:12][CH2:13][O:14][c:15]1[cH:16][cH:17][c:18]2[c:19]([C:34]#[N:35])[cH:20][n:21](-[c:24]3[cH:25][c:26]([OH:33])[c:27]([C:28](=[O:29])[OH:30])[cH:31][cH:32]3)[c:22]2[cH:23]1)[c:5]1[cH:6][cH:7][cH:8][cH:9][cH:10]1.[CH3:36][CH2:37][O:38][C:39](=[O:40])[CH3:41].[CH3:44][OH:45].[Pd:43]>>[NH2:11][CH2:12][CH2:13][O:14][c:15]1[cH:16][cH:17][c:18]2[c:19]([C:34]#[N:35])[cH:20][n:21](-[c:24]3[cH:25][c:26]([OH:33])[c:27]([C:28](=[O:29])[OH:30])[cH:31][cH:32]3)[c:22]2[cH:23]1. The reactants are C(C)OC(=O)C1(CC1)C1=CC=C(C=C1)C1=CC=C(C=C1)C1=C(C(=NO1)C)CC(CNCC1=CC=CC=C1)O (1-{4′-[4-(3-benzylamino-2-hydroxy-propyl)-3-methyl-isoxazol-5-yl]-biphenyl-4-yl}-cyclopropanecarboxylic acid ethyl ester), C(C)(=O)Cl (acetyl chloride). The product is C(C)OC(=O)C1(CC1)C1=CC=C(C=C1)C1=CC=C(C=C1)C1=C(C(=NO1)C)CC(CN(CC1=CC=CC=C1)C(C)=O)O (1-(4′-{4-[3-(Acetyl-benzyl-amino)-2-hydroxy-propyl]-3-methyl-isoxazol-5-yl}-biphenyl-4-yl)-cyclopropanecarboxylic acid ethyl ester). As a reaction SMILES: [CH2:1]([O:3][C:4]([C:6]1([C:9]2[CH:14]=[CH:13][C:12]([C:15]3[CH:20]=[CH:19][C:18]([C:21]4[O:25][N:24]=[C:23]([CH3:26])[C:22]=4[CH2:27][CH:28]([OH:38])[CH2:29][NH:30][CH2:31][C:32]4[CH:37]=[CH:36][CH:35]=[CH:34][CH:33]=4)=[CH:17][CH:16]=3)=[CH:11][CH:10]=2)[CH2:8][CH2:7]1)=[O:5])[CH3:2].[C:39](Cl)(=[O:41])[CH3:40]>>[CH2:1]([O:3][C:4]([C:6]1([C:9]2[CH:10]=[CH:11][C:12]([C:15]3[CH:20]=[CH:19][C:18]([C:21]4[O:25][N:24]=[C:23]([CH3:26])[C:22]=4[CH2:27][CH:28]([OH:38])[CH2:29][N:30]([C:39](=[O:41])[CH3:40])[CH2:31][C:32]4[CH:37]=[CH:36][CH:35]=[CH:34][CH:33]=4)=[CH:17][CH:16]=3)=[CH:13][CH:14]=2)[CH2:7][CH2:8]1)=[O:5])[CH3:2]. Procedure details: Prepared according to the procedure described in Example 3, Step 7, using 1-{4′-[4-(3-benzylamino-2-hydroxy-propyl)-3-methyl-isoxazol-5-yl]-biphenyl-4-yl}-cyclopropanecarboxylic acid ethyl ester and acetyl chloride. Run at temperature 100 celsius, time 18 hour. Reactants: C(C)(C)(C)OC(CC1=CC(=C(C=C1)OC1CC1)Cl)=O ((3-chloro-4-cyclopropoxy-phenyl)-acetic acid tert-butyl ester), C1(CCCCC1)P(C1=C(C=CC=C1)C1=C(C=CC=C1OC)OC)C1CCCCC1 (2-dicyclohexylphosphino-2′,6′-dimethoxybiphenyl), C(C1=CC=CC=C1)OC(=O)N1CC2=C(C=CC(=C2CC1)F)B1OC(C(O1)(C)C)(C)C (5-fluoro-8-(4,4,5,5-tetramethyl-[1,3,2]dioxaborolan-2-yl)-3,4-dihydro-1H-isoquinoline-2-carboxylic acid benzyl ester), P(=O)([O-])([O-])[O-].[K+].[K+].[K+] (potassium phosphate). Solvent: C1(=CC=CC=C1)C (toluene), C1(=CC=CC=C1)C (toluene), O (water). The product is C(C1=CC=CC=C1)OC(=O)N1CC2=C(C=CC(=C2CC1)F)C1=C(C=CC(=C1)CC(=O)O)OC1CC1 (8-(5-Carboxymethyl-2-cyclopropoxy-phenyl)-5-fluoro-3,4-dihydro-1H-isoquinoline-2-carboxylic acid benzyl ester). The reagents and catalysts are C(C)(=O)[O-].[Pd+2].C(C)(=O)[O-] (palladium (II) acetate). Reaction SMILES: C1(P(C2CCCCC2)C2C=CC=CC=2C2C(OC)=CC=CC=2OC)CCCCC1.[CH2:30]([O:37][C:38]([N:40]1[CH2:49][CH2:48][C:47]2[C:42](=[C:43](B3OC(C)(C)C(C)(C)O3)[CH:44]=[CH:45][C:46]=2[F:50])[CH2:41]1)=[O:39])[C:31]1[CH:36]=[CH:35][CH:34]=[CH:33][CH:32]=1.P([O-])([O-])([O-])=O.[K+].[K+].[K+].C([O:72][C:73](=[O:86])[CH2:74][C:75]1[CH:80]=[CH:79][C:78]([O:81][CH:82]2[CH2:84][CH2:83]2)=[C:77](Cl)[CH:76]=1)(C)(C)C>C1(C)C=CC=CC=1.O.C([O-])(=O)C.[Pd+2].C([O-])(=O)C>[CH2:30]([O:37][C:38]([N:40]1[CH2:49][CH2:48][C:47]2[C:42](=[C:43]([C:77]3[CH:76]=[C:75]([CH2:74][C:73]([OH:86])=[O:72])[CH:80]=[CH:79][C:78]=3[O:81][CH:82]3[CH2:84][CH2:83]3)[CH:44]=[CH:45][C:46]=2[F:50])[CH2:41]1)=[O:39])[C:31]1[CH:36]=[CH:35][CH:34]=[CH:33][CH:32]=1 |f:2.3.4.5,9.10.11|. Procedure: A mixture under N2 of palladium (II) acetate (0.4 mg, 2 μmol, 0.01 eq.), 2-dicyclohexylphosphino-2′,6′-dimethoxybiphenyl (1.7 mg, 4 μmol, 0.02 eq.), 5-fluoro-8-(4,4,5,5-tetramethyl-[1,3,2]dioxaborolan-2-yl)-3,4-dihydro-1H-isoquinoline-2-carboxylic acid benzyl ester (82.3 mg, 0.2 mmol, 1.00 eq.) and potassium phosphate (84.9 mg, 0.4 mmol, 2.00 eq.) in toluene (0.6 mL) and water (35 μL) was stirred at r.t. during 2 min. A solution of (3-chloro-4-cyclopropoxy-phenyl)-acetic acid tert-butyl ester (5... The reactants are COC(=O)C1CN(C(=O)C2(c3ccc(Cl)cc3)CC2)CC1c1ccccc1, [Li+], C1CCOC1, [OH-], O. Yields the product O=C(O)C1CN(C(=O)C2(c3ccc(Cl)cc3)CC2)CC1c1ccccc1. RXN SMILES: [Cl:1][c:2]1[cH:3][cH:4][c:5]([C:8]2([C:11](=[O:12])[N:13]3[CH2:14][CH:15]([C:24](=[O:25])[O:26][CH3:27])[CH:16]([c:18]4[cH:19][cH:20][cH:21][cH:22][cH:23]4)[CH2:17]3)[CH2:9][CH2:10]2)[cH:6][cH:7]1.[Li+:33].[O:28]1[CH2:29][CH2:30][CH2:31][CH2:32]1.[OH-:34].[OH2:35]>>[Cl:1][c:2]1[cH:3][cH:4][c:5]([C:8]2([C:11](=[O:12])[N:13]3[CH2:14][CH:15]([C:24](=[O:25])[OH:26])[CH:16]([c:18]4[cH:19][cH:20][cH:21][cH:22][cH:23]4)[CH2:17]3)[CH2:9][CH2:10]2)[cH:6][cH:7]1. Starting materials: ClC1=C(OCC2CO2)C=C(C=C1)C (1-(2-chloro-5-methyl-phenoxy)-2,3-epoxypropane), NCCC=1NC2=C(N1)C=CC(=C2)C=2CCC(NN2)=O (6-[2-(2-aminoethyl)benzimidazol-5-yl]-4,5-dihydro-3(2H)-pyridazinone). Yields the product ClC1=C(OCC(CNCCC=2NC3=C(N2)C=CC(=C3)C=3CCC(NN3)=O)O)C=C(C=C1)C (6-[2-[2-[3-(2-Chloro-5-methyl-phenoxy)-2-hydroxypropylamino]ethyl]benzimidazol-5-yl]-4,5-dihydro-3(2H)-pyridazinone). Reaction SMILES: [Cl:1][C:2]1[CH:12]=[CH:11][C:10]([CH3:13])=[CH:9][C:3]=1[O:4][CH2:5][CH:6]1[O:8][CH2:7]1.[NH2:14][CH2:15][CH2:16][C:17]1[NH:18][C:19]2[CH:25]=[C:24]([C:26]3[CH2:27][CH2:28][C:29](=[O:32])[NH:30][N:31]=3)[CH:23]=[CH:22][C:20]=2[N:21]=1>>[Cl:1][C:2]1[CH:12]=[CH:11][C:10]([CH3:13])=[CH:9][C:3]=1[O:4][CH2:5][CH:6]([OH:8])[CH2:7][NH:14][CH2:15][CH2:16][C:17]1[NH:18][C:19]2[CH:25]=[C:24]([C:26]3[CH2:27][CH2:28][C:29](=[O:32])[NH:30][N:31]=3)[CH:23]=[CH:22][C:20]=2[N:21]=1. Procedure: Prepared analogously to Example 1 from 1-(2-chloro-5-methyl-phenoxy)-2,3-epoxypropane and 6-[2-(2-aminoethyl)benzimidazol-5-yl]-4,5-dihydro-3(2H)-pyridazinone.